This data is from the Open Reaction Database (ORD), a public repository of structured organic reaction records. The task is: describe an organic reaction: reactants, conditions, products, and yield Reaction SMILES: Cl[C:2]([O:4][CH2:5][CH:6]1[C:18]2[CH:17]=[CH:16][CH:15]=[CH:14][C:13]=2[C:12]2[C:7]1=[CH:8][CH:9]=[CH:10][CH:11]=2)=[O:3].[NH2:19][C@@:20]1([C:32]([O:34][CH2:35][CH3:36])=[O:33])[CH2:25][C:24](=[CH2:26])[C@@H:23]2[C@H:21]1[C@H:22]2[C:27]([O:29][CH2:30][CH3:31])=[O:28].C(=O)(O)[O-].[Na+]>O1CCCC1.O>[CH:17]1[C:18]2[CH:6]([CH2:5][O:4][C:2]([NH:19][C@@:20]3([C:32]([O:34][CH2:35][CH3:36])=[O:33])[CH2:25][C:24](=[CH2:26])[C@@H:23]4[C@H:21]3[C@H:22]4[C:27]([O:29][CH2:30][CH3:31])=[O:28])=[O:3])[C:7]3[C:12](=[CH:11][CH:10]=[CH:9][CH:8]=3)[C:13]=2[CH:14]=[CH:15][CH:16]=1 |f:2.3|. Solvent: O1CCCC1 (tetrahydrofuran), O (water), O (water). Conditions: temperature 2.5 celsius, time 1 hour. Reported procedure: Add solid 9-fluorenylmethyl chloroformate (3.15 g, 12.2 mmol) portion wise over 5 minutes to a stirred solution of diethyl (1S,2S,5R,6S)-2-amino-4-methylene-bicyclo[3.1.0]hexane-2,6-dicarboxylate (2.8 g, 11.1 mmol) and sodium bicarbonate (2.04 g, 24.3 mmol) in tetrahydrofuran (28 mL) and water (8.4 mL) cooled to 0-5° C. After 1 hour, add water (10 mL) and extract with ethyl acetate (50 mL). Wash the extract with brine solution (20 mL), dry, filter and evaporate to a pale yellow oil (6.5 g). Puri... Starting materials: ClC(=O)OCC1C2=CC=CC=C2C=2C=CC=CC12 (9-fluorenylmethyl chloroformate), N[C@@]1([C@@H]2[C@H]([C@@H]2C(C1)=C)C(=O)OCC)C(=O)OCC (diethyl (1S,2S,5R,6S)-2-amino-4-methylene-bicyclo[3.1.0]hexane-2,6-dicarboxylate), C([O-])(O)=O.[Na+] (sodium bicarbonate). Product: C1=CC=CC=2C3=CC=CC=C3C(C12)COC(=O)N[C@@]1([C@@H]2[C@H]([C@@H]2C(C1)=C)C(=O)OCC)C(=O)OCC (Diethyl (1S,2S,5R,6S)-2-(9H-fluoren-9-ylmethoxycarbonylamino)-4-methylene-bicyclo[3.1.0]hexane-2,6-dicarboxylate). Yield: 86.8%. Starting materials: CC1(OCC(CO1)[N+](=O)[O-])C (2,2-dimethyl-5-nitro-1,3-dioxane), C(=O)[O-].[NH4+] (Ammonium formate). The reagents and catalysts are [Pd] (Pd/C). Run in CO (methanol). Product: CC1(OCC(CO1)N)C (2,2-dimethyl-5-amino-1,3-dioxane). Yield: 70.3%. RXN SMILES: [CH3:1][C:2]1([CH3:11])[O:7][CH2:6][CH:5]([N+:8]([O-])=O)[CH2:4][O:3]1.C([O-])=O.[NH4+]>CO.[Pd]>[CH3:1][C:2]1([CH3:11])[O:7][CH2:6][CH:5]([NH2:8])[CH2:4][O:3]1 |f:1.2|. Reported procedure: 220 mg 5% Pd/C was added to a solution of 500 mg 2,2-dimethyl-5-nitro-1,3-dioxane (3.1 mmoles) in 30 ml methanol. Ammonium formate (985 mg, 15.6 mmoles) was then added, and the mixture was refluxed for three hours. The reaction solution was then filtered, and the filtrate concentrated in vacuo to yield 286 mg 2,2-dimethyl-5-amino-1,3-dioxane (70% yield).